From a dataset of the Open Reaction Database (ORD), a public repository of structured organic reaction records. describe an organic reaction: reactants, conditions, products, and yield Starting materials: C1(=CC=CC=C1)C(C1CCNCC1)C1=CC=CC=C1 (4-diphenylmethylpiperidine), ClCCCC(=O)C1=CC=CC=C1 (4-chlorobutyrophenone), [I-].[K+] (potassium iodide). Solvent: C1(=CC=CC=C1)C (toluene). Reaction conditions: time 1 day. Yields the product Cl.C1(=CC=CC=C1)C(C1CCN(CC1)CCCC(=O)C1=CC=CC=C1)C1=CC=CC=C1 (4-(4-Diphenylmethylpiperidino)butyrophenone hydrochloride). RXN SMILES: [C:1]1([CH:7]([C:14]2[CH:19]=[CH:18][CH:17]=[CH:16][CH:15]=2)[CH:8]2[CH2:13][CH2:12][NH:11][CH2:10][CH2:9]2)[CH:6]=[CH:5][CH:4]=[CH:3][CH:2]=1.[Cl:20][CH2:21][CH2:22][CH2:23][C:24]([C:26]1[CH:31]=[CH:30][CH:29]=[CH:28][CH:27]=1)=[O:25].[I-].[K+]>C1(C)C=CC=CC=1>[ClH:20].[C:1]1([CH:7]([C:14]2[CH:19]=[CH:18][CH:17]=[CH:16][CH:15]=2)[CH:8]2[CH2:9][CH2:10][N:11]([CH2:21][CH2:22][CH2:23][C:24]([C:26]3[CH:31]=[CH:30][CH:29]=[CH:28][CH:27]=3)=[O:25])[CH2:12][CH2:13]2)[CH:2]=[CH:3][CH:4]=[CH:5][CH:6]=1 |f:2.3,5.6|. Procedure: A mixture of 175.5 g (0.7 mole) of 4-diphenylmethylpiperidine, 63.6 g (0.35 mole) of 4-chlorobutyrophenone, 600 ml of toluene, and a small amount of potassium iodide was refluxed for three days then allowed to stand at room temperature one day. The solvent was removed at reduced pressure, and one liter of dry ether was added after which the mixture was filtered. The filtrate was concentrated, and the residue was dissolved in 75°-90° petroleum ether treated with charcoal and filtered. The filtrat...